Task: describe an organic reaction: reactants, conditions, products, and yield. Dataset: the Open Reaction Database (ORD), a public repository of structured organic reaction records Yields the product NC=1C=CC2=C(C(=NC(C(N2C)=O)CC)C2=C(C=CC=C2)Cl)C1Br (rac-7-amino-3-ethyl-6-bromo-5-(o-chlorophenyl)-1,3-dihydro-1-methyl-2H-1,4-benzodiazepin-2-one). Reactants: BrBr (bromine), NC=1C=CC2=C(C(=NC(C(N2C)=O)CC)C2=C(C=CC=C2)Cl)C1 (rac-7-amino-3-ethyl-5-(o-chlorophenyl)-1,3-dihydro-1-methyl-2H-1,4-benzodiazepin-2-one), C([O-])([O-])=O.[Na+].[Na+] (sodium carbonate). Reaction conditions: temperature 0 celsius, time 1 hour. RXN SMILES: [NH2:1][C:2]1[CH:3]=[CH:4][C:5]2[N:11]([CH3:12])[C:10](=[O:13])[CH:9]([CH2:14][CH3:15])[N:8]=[C:7]([C:16]3[CH:21]=[CH:20][CH:19]=[CH:18][C:17]=3[Cl:22])[C:6]=2[CH:23]=1.[Br:24]Br.C(=O)([O-])[O-].[Na+].[Na+]>Br>[NH2:1][C:2]1[CH:3]=[CH:4][C:5]2[N:11]([CH3:12])[C:10](=[O:13])[CH:9]([CH2:14][CH3:15])[N:8]=[C:7]([C:16]3[CH:21]=[CH:20][CH:19]=[CH:18][C:17]=3[Cl:22])[C:6]=2[C:23]=1[Br:24] |f:2.3.4|. Procedure: 9.6 g (0.029 M) of rac-7-amino-3-ethyl-5-(o-chlorophenyl)-1,3-dihydro-1-methyl-2H-1,4-benzodiazepin-2-one dissolved in 50 ml of concentrated aqueous hydrobromic acid are treated slowly at between 0°-5° C. with 5.2 g (1.65 ml) of bromine and the mixture is stirred at 0° C. for 1 hour. The mixture is then poured on to a mixture of ice and sodium carbonate solution, extracted with methylene chloride and the extract is dried over sodium sulphate, filtered and concentrated. After crystallisation from... Run in Br (hydrobromic acid). Starting materials: CN (methylamine), ice hydrochloric acid, CCOC(=O)CC(=O)CC(=O)OCC (diethyl acetone-dicarboxylate), ClCC(C)=O (chloroacetone). Run at time 2 hour. The product is CN1C(=C(C(=C1)C)C(=O)OCC)CC(=O)OCC (ethyl 1,4-dimethyl-3-ethoxycarbonylpyrrole-2-acetate). As a reaction SMILES: [CH3:1][NH2:2].[CH3:3][CH2:4][O:5][C:6]([CH2:8][C:9]([CH2:11][C:12]([O:14][CH2:15][CH3:16])=[O:13])=O)=[O:7].Cl[CH2:18][C:19](=O)[CH3:20]>>[CH3:1][N:2]1[CH:18]=[C:19]([CH3:20])[C:8]([C:6]([O:5][CH2:4][CH3:3])=[O:7])=[C:9]1[CH2:11][C:12]([O:14][CH2:15][CH3:16])=[O:13]. Procedure: To a solution of 500 ml. of 25% aqueous methylamine is added 93 g. (0.46 mole) of diethyl acetone-dicarboxylate. To the mixture is added 72 g. (0.782 mole) of chloroacetone over a 10 min. period. The temperature is kept below 60° C. by external cooling. After two hours, the mixture is poured into ice-hydrochloric acid. The solid is collected by filtration, washed with water and air dried. It is recrystallized from hexane to give ethyl 1,4-dimethyl-3-ethoxycarbonylpyrrole-2-acetate as a white sol... Starting materials: COC=1C=C2CCNC(C2=CC1OC)C (6,7-Dimethoxy-1-methyl-1,2,3,4-tetrahydroisoquinoline), N1=CC=CC=C1.C(C)(=O)OC(C)=O (acetic anhydride pyridine). Run at time 10 minute. Product: CC1=NCCC2=CC(=C(C=C12)OC)OC (1-methyl-6,7-dimethoxy-3,4-dihydroisoquinoline). As a reaction SMILES: [CH3:1][O:2][C:3]1[CH:4]=[C:5]2[C:10](=[CH:11][C:12]=1[O:13][CH3:14])[CH:9]([CH3:15])[NH:8][CH2:7][CH2:6]2.N1C=CC=CC=1.C(OC(=O)C)(=O)C>>[CH3:15][C:9]1[C:10]2[C:5](=[CH:4][C:3]([O:2][CH3:1])=[C:12]([O:13][CH3:14])[CH:11]=2)[CH2:6][CH2:7][N:8]=1 |f:1.2|. Procedure: 6,7-Dimethoxy-1-methyl-1,2,3,4-tetrahydroisoquinoline, conversion>99%, ee 82% (GC, sample derivatised by treatment with acetic anhydride pyridine, Chirasil DEX CB, 25 m×0.25 mm, injector/detector 200° C., helium 20 psi, 170° C. for 20 minutes then ramp at 5° C./min to 200° C., hold for 10 minutes, retention times 30.18 minutes and 30.45 minutes). Starting materials: COC=1C=C(C=CC1OC)C1=CN=C(NC1=O)C1=CC=CC=C1 (5-(3,4-Dimethoxyphenyl)-2-phenyl-6(1H)-pyrimidinone), Br (hydrobromic acid). Conditions: time 2 hour. The product is Br.OC=1C=C(C=CC1O)C=1C(NC(=NC1)C1=CC=CC=C1)=O (5-(3,4-dihydroxyphenyl)-2-phenyl-4(3H)-pyrimidinone hydrobromide). As a reaction SMILES: C[O:2][C:3]1[CH:4]=[C:5]([C:11]2[C:16](=[O:17])[NH:15][C:14]([C:18]3[CH:23]=[CH:22][CH:21]=[CH:20][CH:19]=3)=[N:13][CH:12]=2)[CH:6]=[CH:7][C:8]=1[O:9]C.[BrH:24]>>[BrH:24].[OH:2][C:3]1[CH:4]=[C:5]([C:11]2[C:16](=[O:17])[NH:15][C:14]([C:18]3[CH:23]=[CH:22][CH:21]=[CH:20][CH:19]=3)=[N:13][CH:12]=2)[CH:6]=[CH:7][C:8]=1[OH:9] |f:2.3|. Procedure: 5-(3,4-Dimethoxyphenyl)-2-phenyl-6(1H)-pyrimidinone (7.4 g) are stirred in 250 ml of 48% aqueous hydrobromic acid at 100° C. for 24 hours and at 140° C. for 24 hours. After cooling the yellow crystals obtained are filtered off, washed with water and suspended in 200 ml of water. Sodium hydrogen carbonate is added thereto until pH 7.5 has been reached. After stirring for 2 hours the product is filtered off, washed with water and dried in a vacuum at room temperature over potassium hydroxide. Ther... Starting materials: O=C([O-])[O-], CC(C)c1cc(C#N)cc2nc(-c3ccc(C(=O)NCC4CN(c5ccc(Cl)cn5)C(=O)O4)cc3)oc12, OB(O)c1ccccc1OC(F)(F)F, [K+], [K+], C1CCOC1, O. The product is CC(C)c1cc(C#N)cc2nc(-c3ccc(C(=O)NCC4CN(c5ccc(-c6ccccc6OC(F)(F)F)cn5)C(=O)O4)cc3)oc12. As a reaction SMILES: [C:38](=[O:39])([O-:40])[O-:41].[Cl:1][c:2]1[cH:3][cH:4][c:5]([N:8]2[C:9](=[O:37])[O:10][CH:11]([CH2:13][NH:14][C:15]([c:16]3[cH:17][cH:18][c:19](-[c:22]4[o:23][c:24]5[c:25]([n:26]4)[cH:27][c:28]([C:34]#[N:35])[cH:29][c:30]5[CH:31]([CH3:32])[CH3:33])[cH:20][cH:21]3)=[O:36])[CH2:12]2)[n:6][cH:7]1.[F:44][C:45]([O:46][c:47]1[c:48]([B:53]([OH:54])[OH:55])[cH:49][cH:50][cH:51][cH:52]1)([F:56])[F:57].[K+:42].[K+:43].[O:58]1[CH2:59][CH2:60][CH2:61][CH2:62]1.[OH2:63]>>[c:2]1(-[c:48]2[c:47]([O:46][C:45]([F:44])([F:56])[F:57])[cH:52][cH:51][cH:50][cH:49]2)[cH:3][cH:4][c:5]([N:8]2[C:9](=[O:37])[O:10][CH:11]([CH2:13][NH:14][C:15]([c:16]3[cH:17][cH:18][c:19](-[c:22]4[o:23][c:24]5[c:25]([n:26]4)[cH:27][c:28]([C:34]#[N:35])[cH:29][c:30]5[CH:31]([CH3:32])[CH3:33])[cH:20][cH:21]3)=[O:36])[CH2:12]2)[n:6][cH:7]1.